describe an organic reaction: reactants, conditions, products, and yield From a dataset of the Open Reaction Database (ORD), a public repository of structured organic reaction records. Reactants: CN(C)c1cc2c(cc1C(F)(F)F)NC(=O)CC(c1cccc(-n3cc(CO)cn3)c1)=N2, NC1CC1, O=S(Cl)Cl. The product is CN(C)c1cc2c(cc1C(F)(F)F)NC(=O)CC(c1cccc(-n3cc(CNC4CC4)cn3)c1)=N2. As a reaction SMILES: [CH3:1][N:2]([c:3]1[cH:4][c:5]2[c:6]([cH:26][c:27]1[C:28]([F:29])([F:30])[F:31])[NH:7][C:8](=[O:25])[CH2:9][C:10]([c:12]1[cH:13][c:14](-[n:18]3[n:19][cH:20][c:21]([CH2:23][OH:24])[cH:22]3)[cH:15][cH:16][cH:17]1)=[N:11]2)[CH3:32].[CH:37]1([NH2:40])[CH2:38][CH2:39]1.[S:33]([Cl:34])([Cl:35])=[O:36]>>[CH3:1][N:2]([c:3]1[cH:4][c:5]2[c:6]([cH:26][c:27]1[C:28]([F:29])([F:30])[F:31])[NH:7][C:8](=[O:25])[CH2:9][C:10]([c:12]1[cH:13][c:14](-[n:18]3[n:19][cH:20][c:21]([CH2:23][NH:40][CH:37]4[CH2:38][CH2:39]4)[cH:22]3)[cH:15][cH:16][cH:17]1)=[N:11]2)[CH3:32]. Starting materials: CCCCCCCCCCCCCCCCCCOc1cc(O)cc(N(CC(=O)OC)CC(=O)OC)c1, CC(C)=O, ClCCCCc1ccc2cc(OCc3ccccc3)c(OCc3ccccc3)cc2c1, [I-], [Na+], CN(C)C=O. Yields the product CCCCCCCCCCCCCCCCCCOc1cc(OCCCCc2ccc3cc(OCc4ccccc4)c(OCc4ccccc4)cc3c2)cc(N(CC(=O)OC)CC(=O)OC)c1. Reaction SMILES: [CH3:1][O:2][C:3]([CH2:4][N:5]([CH2:6][C:7](=[O:8])[O:9][CH3:10])[c:11]1[cH:12][c:13]([OH:36])[cH:14][c:15]([O:17][CH2:18][CH2:19][CH2:20][CH2:21][CH2:22][CH2:23][CH2:24][CH2:25][CH2:26][CH2:27][CH2:28][CH2:29][CH2:30][CH2:31][CH2:32][CH2:33][CH2:34][CH3:35])[cH:16]1)=[O:37].[CH3:71][C:72](=[O:73])[CH3:74].[Cl:38][CH2:39][CH2:40][CH2:41][CH2:42][c:43]1[cH:44][c:45]2[cH:46][c:47]([O:61][CH2:62][c:63]3[cH:64][cH:65][cH:66][cH:67][cH:68]3)[c:48]([O:53][CH2:54][c:55]3[cH:56][cH:57][cH:58][cH:59][cH:60]3)[cH:49][c:50]2[cH:51][cH:52]1.[I-:70].[Na+:69].[O:75]=[CH:76][N:77]([CH3:78])[CH3:79]>>[CH3:1][O:2][C:3]([CH2:4][N:5]([CH2:6][C:7](=[O:8])[O:9][CH3:10])[c:11]1[cH:12][c:13]([O:36][CH2:39][CH2:40][CH2:41][CH2:42][c:43]2[cH:44][c:45]3[cH:46][c:47]([O:61][CH2:62][c:63]4[cH:64][cH:65][cH:66][cH:67][cH:68]4)[c:48]([O:53][CH2:54][c:55]4[cH:56][cH:57][cH:58][cH:59][cH:60]4)[cH:49][c:50]3[cH:51][cH:52]2)[cH:14][c:15]([O:17][CH2:18][CH2:19][CH2:20][CH2:21][CH2:22][CH2:23][CH2:24][CH2:25][CH2:26][CH2:27][CH2:28][CH2:29][CH2:30][CH2:31][CH2:32][CH2:33][CH2:34][CH3:35])[cH:16]1)=[O:37]. The reactants are [Br-].[Li+] (Lithium bromide), CC1=NC(=CC=C1)C (2,6-dimethylpyridine), CS(=O)(=O)OS(=O)(=O)C (methanesulfonic acid anhydride), COCOC1=C(CO)C=CC=C1 (2-(methoxymethoxy)benzylalcohol). Solvent: C1CCOC1 (THF), O (water). Conditions: time 3 hour. Yields the product COCOC1=C(CSC2=CC=C(N)C=C2)C=CC=C1 (4-[[2-(methoxymethoxy)benzyl]sulfanyl]aniline). RXN SMILES: [CH3:1][O:2][CH2:3][O:4][C:5]1[CH:12]=[CH:11][CH:10]=[CH:9][C:6]=1[CH2:7]O.C[C:14]1[CH:19]=[CH:18][CH:17]=[C:16]([CH3:20])[N:15]=1.C[S:22](OS(C)(=O)=O)(=O)=O.[Br-].[Li+]>C1COCC1.O>[CH3:1][O:2][CH2:3][O:4][C:5]1[CH:12]=[CH:11][CH:10]=[CH:9][C:6]=1[CH2:7][S:22][C:19]1[CH:18]=[CH:17][C:16]([NH2:15])=[CH:20][CH:14]=1 |f:3.4|. Reported procedure: 2-(methoxymethoxy)benzylalcohol (8.0 g) was dissolved in THF, 2,6-dimethylpyridine (8.3 ml) and methanesulfonic acid anhydride (9.9 g) were added to the mixture, and the mixture was stirred at room temperature for 3 hours. Lithium bromide (5.8 g) was added to the mixture, the mixture was stirred for 4 hours at room temperature and the mixture was further stirred for 20 hours at 50° C. After allowing the mixture to be cooled to room temperature, water was added to the mixture, and the mixture was... The reactants are Cl (hydrochloric acid), C(CC(=O)C)(=O)OCCCCCCCC (n-Octyl acetoacetate), C1C(CCC)O1 (1,2-pentylene oxide), [OH-].[Na+] (sodium hydroxide). Solvent: O (water), O (water). Conditions: temperature 24 celsius, time 2 hour. Product: C(C)(=O)C1C(OC(C1)CCC)=O (3-Acetyl-5-Propyldihydro-2(3H)-Furanone). Yield: 62.4%. RXN SMILES: [C:1]([O:7][CH2:8][CH2:9][CH2:10][CH2:11]CCCC)(=[O:6])[CH2:2][C:3]([CH3:5])=[O:4].[CH2:16]1OC1CCC.[OH-].[Na+].Cl>O>[C:3]([CH:2]1[CH2:16][CH:8]([CH2:9][CH2:10][CH3:11])[O:7][C:1]1=[O:6])(=[O:4])[CH3:5] |f:2.3|. Reported procedure: n-Octyl acetoacetate (313.3 g, 1.42 moles), 1,2-pentylene oxide 101.8 g, 1.18 moles) and 157.5 g distilled water were combined in a reactor. A solution of 59.6 g sodium hydroxide (1.49 moles) in 59.6 g distilled water was added over a one-hour period while maintaining the temperature in the range of 22 to 26° C. The reaction mixture was then allowed to stir for an additional 111/2 hours while maintaining the temperature between 28° C. and 36° C. The reaction mixture was then acidified to pH 5.8 ... Reactants: [O-]S(=O)(=O)[O-].[Zn+2] (ZnSO4), [Na] (sodium), alkyl naphthalene sulfonic acids, C1=CC(=S)N(C=C1)[O-].[Na+] (sodium pyrithione), solution. Solvent: O (water). Run at temperature 7 celsius, time 7.5 minute. Product: C1=CC(=S)N(C=C1)[O-].C1=CC(=S)N(C=C1)[O-].[Zn+2] (zinc pyrithione). Reaction SMILES: [O-]S([O-])(=O)=O.[Zn+2:6].[Na].[CH:8]1[CH:14]=[CH:13][N:12]([O-:15])[C:10](=[S:11])[CH:9]=1.[Na+]>O>[CH:8]1[CH:14]=[CH:13][N:12]([O-:15])[C:10](=[S:11])[CH:9]=1.[CH:8]1[CH:14]=[CH:13][N:12]([O-:15])[C:10](=[S:11])[CH:9]=1.[Zn+2:6] |f:0.1,3.4,6.7.8,^1:6|. Procedure: A solution of 24 g of 20% ZnSO4, 0.5 g "DARVAN" (sodium salt of polymerized alkyl naphthalene sulfonic acids) and 25.5 g of water is introduced into and recirculated through a model M-140K Laboratory Microfluidizer Processor (Microfluidics International Corp., Newton Mass.) which included a fixed geometry interaction chamber. The entire apparatus is cooled to approximately 7° C., and pressure is maintained in the Microfluidizer at about 18,000 psi. A solution of sodium pyrithione (45 mL of a 16.... Reactants: O=S(=O)(Cl)C1CC1, NCc1ccc(Cl)c(Nc2nc3cc(N4CCCC4)ccc3[nH]2)c1, CN(C)C=O. Product: O=S(=O)(NCc1ccc(Cl)c(Nc2nc3cc(N4CCCC4)ccc3[nH]2)c1)C1CC1. As a reaction SMILES: [CH:25]1([S:28](=[O:29])(=[O:30])[Cl:31])[CH2:26][CH2:27]1.[Cl:1][c:2]1[c:3]([NH:10][c:11]2[n:12][c:13]3[c:14]([nH:15]2)[cH:16][cH:17][c:18]([N:20]2[CH2:21][CH2:22][CH2:23][CH2:24]2)[cH:19]3)[cH:4][c:5]([CH2:6][NH2:7])[cH:8][cH:9]1.[O:32]=[CH:33][N:34]([CH3:35])[CH3:36]>>[Cl:1][c:2]1[c:3]([NH:10][c:11]2[n:12][c:13]3[c:14]([nH:15]2)[cH:16][cH:17][c:18]([N:20]2[CH2:21][CH2:22][CH2:23][CH2:24]2)[cH:19]3)[cH:4][c:5]([CH2:6][NH:7][S:28]([CH:25]2[CH2:26][CH2:27]2)(=[O:29])=[O:30])[cH:8][cH:9]1.